From a dataset of the Open Reaction Database (ORD), a public repository of structured organic reaction records. describe an organic reaction: reactants, conditions, products, and yield As a reaction SMILES: I[C:2]1[C:10]2[C:9]([N:11]3[CH2:16][CH2:15][O:14][CH2:13][CH2:12]3)=[N:8][C:7]([CH3:17])=[N:6][C:5]=2[N:4]([CH2:18][O:19][CH2:20][CH2:21][Si:22]([CH3:25])([CH3:24])[CH3:23])[CH:3]=1.[C:26]([C:28]1[CH:29]=[C:30](B(O)O)[CH:31]=[CH:32][CH:33]=1)#[N:27].C(=O)([O-])[O-].[K+].[K+]>C(O)C.O.Cl[Pd](Cl)([P](C1C=CC=CC=1)(C1C=CC=CC=1)C1C=CC=CC=1)[P](C1C=CC=CC=1)(C1C=CC=CC=1)C1C=CC=CC=1>[CH3:17][C:7]1[N:8]=[C:9]([N:11]2[CH2:16][CH2:15][O:14][CH2:13][CH2:12]2)[C:10]2[C:2]([C:32]3[CH:33]=[C:28]([CH:29]=[CH:30][CH:31]=3)[C:26]#[N:27])=[CH:3][N:4]([CH2:18][O:19][CH2:20][CH2:21][Si:22]([CH3:25])([CH3:24])[CH3:23])[C:5]=2[N:6]=1 |f:2.3.4,^1:49,68|. Solvent: C(C)O (ethanol), O (water). Reagents/catalysts: Cl[Pd]([P](C1=CC=CC=C1)(C2=CC=CC=C2)C3=CC=CC=C3)([P](C4=CC=CC=C4)(C5=CC=CC=C5)C6=CC=CC=C6)Cl (dichlorobis(triphenylphosphine)palladium). Reaction conditions: temperature 90 celsius. The reactants are IC1=CN(C=2N=C(N=C(C21)N2CCOCC2)C)COCC[Si](C)(C)C (5-iodo-2-methyl-4-(morpholin-4-yl)-7-{[2-(trimethylsilyl)ethoxy]methyl}-7H-pyrrolo[2,3-d]pyrimidine), C(#N)C=1C=C(C=CC1)B(O)O ((3-cyanophenyl)boronic acid), C([O-])([O-])=O.[K+].[K+] (potassium carbonate). Yields the product CC=1N=C(C2=C(N1)N(C=C2C=2C=C(C#N)C=CC2)COCC[Si](C)(C)C)N2CCOCC2 (3-[2-methyl-4-(morpholin-4-yl)-7-{[2-(trimethylsilyl)ethoxy]methyl}-7H-pyrrolo[2,3-d]pyrimidin-5-yl]benzonitrile). Procedure details: To a solution of 5-iodo-2-methyl-4-(morpholin-4-yl)-7-{[2-(trimethylsilyl)ethoxy]methyl}-7H-pyrrolo[2,3-d]pyrimidine (C24) (100 mg, 0.21 mmol), (3-cyanophenyl)boronic acid (62 mg, 0.42 mmol) and potassium carbonate (100 mg, 0.72 mmol) in a mixture of ethanol and water (4:1, 5 mL) was added dichlorobis(triphenylphosphine)palladium (15 mg, 21 μmol). The reaction mixture was degassed and purged with nitrogen; this procedure was carried out a total of three times. After the reaction mixture had heat... The product is FC1=CC=C(C=C1)C1=C(C2CCC(C1)C2)C=CC=O (3-[3-(4-fluorophenyl)bicyclo[3.2.1]oct-2-en-2-yl]-propenal). Reactants: FC1=CC=C(C=C1)C1=C(C2CCC(C1)C2)C=O (3-(4-fluorophenyl)bicyclo[3.2.1]oct-2-ene-2-carboxaldehyde), CCOCC (ether), [Li+].CC(C)[N-]C(C)C (LDA), C(C)=NC1CCCCC1 (ethylidenecyclohexylamine), CCOCC (ether), CCOCC (ether). Solvent: O (water). Procedure: To a 0°-5° C. solution of LDA (26.5 mmoles) in 25 ml anhydrous ether was added ethylidenecyclohexylamine (Org. Syn. 50 66) (3.32 g, 26.5 mmoles) in 25 ml anhydrous ether. The solution was stirred for 10 minutes, cooled to -70° C. and 3-(4-fluorophenyl)bicyclo[3.2.1]oct-2-ene-2-carboxaldehyde (5.55 g, 24.1 mmoles) in 25 ml ether was added. The solution was stirred for 60 minutes, warmed to 0°-5° C., stirred for 90 minutes and diluted with water. The organic layer was washed with water and brine a... RXN SMILES: [Li+].CC([N-]C(C)C)C.C(=NC1CCCCC1)C.[F:18][C:19]1[CH:24]=[CH:23][C:22]([C:25]2[CH2:31][CH:30]3[CH2:32][CH:27]([CH2:28][CH2:29]3)[C:26]=2[CH:33]=O)=[CH:21][CH:20]=1.CC[O:37][CH2:38][CH3:39]>O>[F:18][C:19]1[CH:20]=[CH:21][C:22]([C:25]2[CH2:31][CH:30]3[CH2:32][CH:27]([CH2:28][CH2:29]3)[C:26]=2[CH:33]=[CH:39][CH:38]=[O:37])=[CH:23][CH:24]=1 |f:0.1|. Reaction conditions: temperature -70 celsius, time 10 minute.